This data is from the Open Reaction Database (ORD), a public repository of structured organic reaction records. The task is: describe an organic reaction: reactants, conditions, products, and yield The reactants are FC(C(=O)O)(F)F (trifluoroacetic acid), C1(=CC=CC=C1)C=1CCN(CC1)CCCN1C(C2=CC=CC=C2C1(CC1=CC=CC=C1)O)=O (2-[3-(4-phenyl-1,2,3,6-tetrahydro-1-pyridyl)propyl]-3-hydroxy-3-benzyl-1-isoindolinone), C(#N)[BH3-].[Na+] (sodium cyanoborohydride), CN(CCN(C)C)C (Tetramethylethylenediamine), C(C(=O)O)(=O)O (oxalic acid). The solvent is C(Cl)Cl (methylene chloride), C(Cl)Cl (methylene chloride), O1CCCC1 (tetrahydrofuran), C(C)#N (acetonitrile), C(C)#N (acetonitrile). Reaction conditions: time 4 hour. Yields the product C(C(=O)O)(=O)O.C(C1=CC=CC=C1)C1N(C(C2=CC=CC=C12)=O)CCCN1CCC(=CC1)C1=CC=CC=C1 (3-benzyl-2-[3-(4-phenyl-1,2,3,6-tetrahydro-1-pyridyl)propyl]-1-isoindolinone oxalate). The yield is 115.4%. RXN SMILES: FC(F)(F)C(O)=O.[C:8]1([C:14]2[CH2:15][CH2:16][N:17]([CH2:20][CH2:21][CH2:22][N:23]3[C:31](O)([CH2:32][C:33]4[CH:38]=[CH:37][CH:36]=[CH:35][CH:34]=4)[C:30]4[C:25](=[CH:26][CH:27]=[CH:28][CH:29]=4)[C:24]3=[O:40])[CH2:18][CH:19]=2)[CH:13]=[CH:12][CH:11]=[CH:10][CH:9]=1.C([BH3-])#N.[Na+].CN(C)CCN(C)C.[C:53]([OH:58])(=[O:57])[C:54]([OH:56])=[O:55]>C(Cl)Cl.O1CCCC1.C(#N)C>[C:53]([OH:58])(=[O:57])[C:54]([OH:56])=[O:55].[CH2:32]([CH:31]1[C:30]2[C:25](=[CH:26][CH:27]=[CH:28][CH:29]=2)[C:24](=[O:40])[N:23]1[CH2:22][CH2:21][CH2:20][N:17]1[CH2:16][CH:15]=[C:14]([C:8]2[CH:13]=[CH:12][CH:11]=[CH:10][CH:9]=2)[CH2:19][CH2:18]1)[C:33]1[CH:34]=[CH:35][CH:36]=[CH:37][CH:38]=1 |f:2.3,9.10|. Reported procedure: 75 cc of trifluoroacetic acid is added in the course of 45 minutes to 2-[3-(4-phenyl-1,2,3,6-tetrahydro-1-pyridyl)propyl]-3-hydroxy-3-benzyl-1-isoindolinone (15.2 g) and sodium cyanoborohydride (4.6 g) cooled to a temperature close to -25° C. Agitation is continued for 4 hours at a temperature close to 20° C. The solution is diluted with methylene chloride (150 cc) then washed with saturated aqueous sodium bicarbonate solution (200 cc). The aqueous phase is extracted with methylene chloride (4×1... Starting materials: BrC1=CC=C(C#N)C=C1 (4-bromobenzonitrile), FC1=CC=C(C=N1)B(O)O ((6-fluoropyridin-3-yl)boronic acid), [1,1′-bis(diphenylphosphino)ferrocene]dichloropalladium(II)dichloromethane, complex, C([O-])([O-])=O.[K+].[K+] (potassium carbonate), O (water). Run in CO (MeOH), O1CCOCC1 (1,4-dioxane). Run at temperature 110 celsius. The product is FC1=CC=C(C=N1)C1=CC=C(C#N)C=C1 (4-(6-fluoropyridin-3-yl)benzonitrile). Yield: 78.0%. RXN SMILES: Br[C:2]1[CH:9]=[CH:8][C:5]([C:6]#[N:7])=[CH:4][CH:3]=1.[F:10][C:11]1[N:16]=[CH:15][C:14](B(O)O)=[CH:13][CH:12]=1.C(=O)([O-])[O-].[K+].[K+].O>O1CCOCC1.CO>[F:10][C:11]1[N:16]=[CH:15][C:14]([C:2]2[CH:9]=[CH:8][C:5]([C:6]#[N:7])=[CH:4][CH:3]=2)=[CH:13][CH:12]=1 |f:2.3.4|. Reported procedure: A mixture of 4-bromobenzonitrile (0.20 g, 1.1 mmol), (6-fluoropyridin-3-yl)boronic acid (0.15 g, 1.1 mmol), [1,1′-bis(diphenylphosphino)ferrocene]dichloropalladium(II)dichloromethane (1:1) complex (0.04 g, 0.05 mmol) and potassium carbonate (0.46 g, 3.3 mmol) in 1,4-dioxane (7 mL), and water (3 mL) was heated at 110° C. for 2 h. After cooled to r.t., the mixture was diluted with MeOH, filtered, concentrated under reduced pressure and purified by flash chromatography on a silica gel column elutin... Reactants: [OH-].[Na+] (Sodium hydroxide), C(C)N1N=CC=2C1=NC=C(C2N(C2CCOCC2)C)C(=O)OCC (Ethyl 1-ethyl-4-[methyl(tetrahydro-2H-pyran-4-yl)amino]-1H-pyrazolo[3,4-b]pyridine-5-carboxylate). Run in C(C)O (ethanol). Reaction conditions: temperature 50 celsius. The product is C(C)N1N=CC=2C1=NC=C(C2N(C2CCOCC2)C)C(=O)O (1-Ethyl-4-[methyl(tetrahydro-2H-pyran-4-yl)amino]-1H-pyrazolo[3,4-b]pyridine-5-carboxylic acid). As a reaction SMILES: [OH-].[Na+].[CH2:3]([N:5]1[C:9]2=[N:10][CH:11]=[C:12]([C:22]([O:24]CC)=[O:23])[C:13]([N:14]([CH3:21])[CH:15]3[CH2:20][CH2:19][O:18][CH2:17][CH2:16]3)=[C:8]2[CH:7]=[N:6]1)[CH3:4]>C(O)C>[CH2:3]([N:5]1[C:9]2=[N:10][CH:11]=[C:12]([C:22]([OH:24])=[O:23])[C:13]([N:14]([CH3:21])[CH:15]3[CH2:20][CH2:19][O:18][CH2:17][CH2:16]3)=[C:8]2[CH:7]=[N:6]1)[CH3:4] |f:0.1|. Procedure details: Sodium hydroxide (0.43 g, 10.8 mmol) was added to a solution of Intermediate 51 in ethanol (10 ml, 95%). The reaction mixture was heated at 50° C. for 18 hours. The solvent was evaporated in vacuo and the residue dissolved in water and acidified to pH 3 by the addition of aqueous hydrochloric acid. The solution was extracted with DCM. The organic phase was separated using a hydrophobic frit (Whatman PTFE Folter Media with Polypropylene Housing 5 μM pore size) and the solvent evaporated in vacuo ...